This data is from the Open Reaction Database (ORD), a public repository of structured organic reaction records. The task is: describe an organic reaction: reactants, conditions, products, and yield The reactants are Clc1ccc(-c2ccc(Br)cc2)nn1, CCOC(=O)NN, CCCCO. The product is CCOC(=O)NNc1ccc(-c2ccc(Br)cc2)nn1. As a reaction SMILES: [Br:1][c:2]1[cH:3][cH:4][c:5](-[c:8]2[cH:9][cH:10][c:11]([Cl:14])[n:12][n:13]2)[cH:6][cH:7]1.[C:15]([NH:16][NH2:17])(=[O:18])[O:19][CH2:20][CH3:21].[CH2:22]([OH:23])[CH2:24][CH2:25][CH3:26]>>[Br:1][c:2]1[cH:3][cH:4][c:5](-[c:8]2[cH:9][cH:10][c:11]([NH:17][NH:16][C:15](=[O:18])[O:19][CH2:20][CH3:21])[n:12][n:13]2)[cH:6][cH:7]1. Reactants: BrC1C(C(N(C1)C(C(=O)N)CC)=O)C#C (2-(4-bromo-ethynyl-2-oxo-1-pyrrolidinyl)butanamide), BrC(=CC1CC(N(C1)C(C(=O)N)CC)=O)Br (2-[4-(2,2-dibromovinyl)-2-oxo-1-pyrrolidinyl]butanamide), CC(C)([O-])C.[K+] (potassium tertbutoxide). Run in C1CCOC1 (THF). Product: C(#C)C1CC(N(C1)C(C(=O)N)CC)=O (2-(4-ethynyl-2-oxo-1-pyrrolidinyl)butanamide). As a reaction SMILES: BrC1CN(C(CC)C(N)=O)C(=O)C1C#C.Br[C:17](Br)=[CH:18][CH:19]1[CH2:23][N:22]([CH:24]([CH2:28][CH3:29])[C:25]([NH2:27])=[O:26])[C:21](=[O:30])[CH2:20]1.CC(C)([O-])C.[K+]>C1COCC1>[C:18]([CH:19]1[CH2:23][N:22]([CH:24]([CH2:28][CH3:29])[C:25]([NH2:27])=[O:26])[C:21](=[O:30])[CH2:20]1)#[CH:17] |f:2.3|. Procedure details: Alternatively, 2-(4-bromo-ethynyl-2-oxo-1-pyrrolidinyl)butanamide 267 is obtained by reacting 2-[4-(2,2-dibromovinyl)-2-oxo-1-pyrrolidinyl]butanamide 47 with two equivalent of potassium tertbutoxide in THF at low temperature (−50° C. to 0° C.). Reactants: C1(C=2C(C(N1C1=NC=3C(N=C1N1C(C=4C(C1=O)=CC=CC4)=O)=NSN3)=O)=CC=CC2)=O (5,6-diphthalimido-[1,2,5]thiadiazolo[3,4-b]pyrazine), NN (hydrazine). Product: NC1=NC=2C(N=C1N)=NSN2 (5,6-diamino-[1,2,5]thiadiazolo[3,4-b]pyrazine). Reaction SMILES: C1(=O)[N:5]([C:6]2[C:11]([N:12]3C(=O)C4=CC=CC=C4C3=O)=[N:10][C:9]3=[N:23][S:24][N:25]=[C:8]3[N:7]=2)C(=O)C2=CC=CC=C12.NN>>[NH2:12][C:11]1[C:6]([NH2:5])=[N:7][C:8]2=[N:25][S:24][N:23]=[C:9]2[N:10]=1. Procedure: The cyclization reaction of o-diaminobenzene (compound II) in an aqueous solution of glyoxal and sodium hydrogen sulfite gives quinoxaline (compound III; See R. G. Jones et al., Org. Syn. Collective Vol. IV, page 824). Quinoxaline is in turn oxidized by an aqueous solution of potassium permanganate to produce 2,3-pyrazinedicarboxylic acid (compound IV; See R. G. Jones et al., Org. Syn. Collective Vol. IV, page 824). 2,3-pyrazinedicarboxylic acid is then chlorinated with phosphorus pentachloride ... Starting materials: CCOCC, [Pd], OCCCC#Cc1cccc2ccccc12. Yields the product OCCCCCc1cccc2ccccc12. RXN SMILES: [CH2:17]([O:18][CH2:19][CH3:20])[CH3:21].[Pd:22].[c:1]1([C:11]#[C:12][CH2:13][CH2:14][CH2:15][OH:16])[cH:2][cH:3][cH:4][c:5]2[cH:6][cH:7][cH:8][cH:9][c:10]12>>[c:1]1([CH2:11][CH2:12][CH2:13][CH2:14][CH2:15][OH:16])[cH:2][cH:3][cH:4][c:5]2[cH:6][cH:7][cH:8][cH:9][c:10]12. Starting materials: CCCCN1C(=O)C(Cl)=C(c2ccccc2)S1(=O)=O, Nc1ccc(OCc2ccccc2)cc1, CCOC(C)=O, CN(C)C=O. Yields the product CCCCN1C(=O)C(Nc2ccc(OCc3ccccc3)cc2)=C(c2ccccc2)S1(=O)=O. RXN SMILES: [CH2:1]([CH2:2][CH2:3][CH3:4])[N:5]1[S:6](=[O:18])(=[O:19])[C:7]([c:12]2[cH:13][cH:14][cH:15][cH:16][cH:17]2)=[C:8]([Cl:11])[C:9]1=[O:10].[CH2:20]([c:21]1[cH:22][cH:23][cH:24][cH:25][cH:26]1)[O:27][c:28]1[cH:29][cH:30][c:31]([NH2:34])[cH:32][cH:33]1.[CH3:35][CH2:36][O:37][C:38]([CH3:39])=[O:40].[O:41]=[CH:42][N:43]([CH3:44])[CH3:45]>>[CH2:1]([CH2:2][CH2:3][CH3:4])[N:5]1[S:6](=[O:18])(=[O:19])[C:7]([c:12]2[cH:13][cH:14][cH:15][cH:16][cH:17]2)=[C:8]([NH:34][c:31]2[cH:30][cH:29][c:28]([O:27][CH2:20][c:21]3[cH:22][cH:23][cH:24][cH:25][cH:26]3)[cH:33][cH:32]2)[C:9]1=[O:10].